Dataset: the Open Reaction Database (ORD), a public repository of structured organic reaction records. Task: describe an organic reaction: reactants, conditions, products, and yield Reactants: N#CN.[Pb] (Lead cyanamide), CNC(=S)NCCSCC1=C(N=CN1)C (N-methyl-N'-[2-((4-methyl-5-imidazolyl)methylthio)-ethyl]thiourea), CN(C=O)C (Dimethylformamide). Solvent: C(C)#N (acetonitrile). Reaction conditions: time 24 hour. Product: C(#N)NC(=NCCSCC1=C(N=CN1)C)NC (N-cyano-N'-methyl-N"-[2-((4-methyl-5-imidazolyl)- methylthio)ethyl]guanidine). RXN SMILES: [N:1]#[C:2][NH2:3].[Pb].[CH3:5][NH:6][C:7]([NH:9][CH2:10][CH2:11][S:12][CH2:13][C:14]1[NH:18][CH:17]=[N:16][C:15]=1[CH3:19])=S.CN(C)C=O>C(#N)C>[C:2]([NH:3][C:7]([NH:6][CH3:5])=[N:9][CH2:10][CH2:11][S:12][CH2:13][C:14]1[NH:18][CH:17]=[N:16][C:15]=1[CH3:19])#[N:1] |f:0.1,^3:3|. Procedure details: Lead cyanamide (3.0 g.) was added to a solution of N-methyl-N'-[2-((4-methyl-5-imidazolyl)methylthio)-ethyl]thiourea (2.44 g.) in acetonitrile (50 ml.). Dimethylformamide (b 20 ml.) was added subsequently and the suspension was heated under reflux, with stirring, for 24 hours. Filtration, followed by concentration under reduced pressure and purification of the product by chromatography on a column of silica gel with acetonitrile as eluant and recrystallisation from the same solvent afforded N-cy...